Dataset: the Open Reaction Database (ORD), a public repository of structured organic reaction records. Task: describe an organic reaction: reactants, conditions, products, and yield Starting materials: O=C([O-])[O-], CN(C)C=O, Cc1nc(-c2ccc(C(F)(F)F)cc2)sc1CCl, [I-], [K+], [K+], [Na+], O, O=c1c(I)coc2cc(O)ccc12. Yields the product Cc1nc(-c2ccc(C(F)(F)F)cc2)sc1COc1ccc2c(=O)c(I)coc2c1. RXN SMILES: [C:34](=[O:35])([O-:36])[O-:37].[CH3:40][N:41]([CH3:42])[CH:43]=[O:44].[Cl:14][CH2:15][c:16]1[c:17]([CH3:31])[n:18][c:19](-[c:21]2[cH:22][cH:23][c:24]([C:27]([F:28])([F:29])[F:30])[cH:25][cH:26]2)[s:20]1.[I-:33].[K+:38].[K+:39].[Na+:32].[OH2:45].[OH:1][c:2]1[cH:3][cH:4][c:5]2[c:6](=[O:13])[c:7]([I:12])[cH:8][o:9][c:10]2[cH:11]1>>[O:1]([c:2]1[cH:3][cH:4][c:5]2[c:6](=[O:13])[c:7]([I:12])[cH:8][o:9][c:10]2[cH:11]1)[CH2:15][c:16]1[c:17]([CH3:31])[n:18][c:19](-[c:21]2[cH:22][cH:23][c:24]([C:27]([F:28])([F:29])[F:30])[cH:25][cH:26]2)[s:20]1.